From a dataset of the Open Reaction Database (ORD), a public repository of structured organic reaction records. describe an organic reaction: reactants, conditions, products, and yield Reactants: ClC=1C=C(N)C=CC1 (3-chloro-aniline), ClC1=NC(=C2NC=NC2=N1)Cl (2,6-dichloro-purine). Solvent: C(CCCC)O (1-pentanol), C(C)(C)O (isopropanol). Conditions: temperature 100 celsius, time 3 hour. Product: ClC1=NC(=C2NC=NC2=N1)NC1=CC(=CC=C1)Cl (2-Chloro-6-(3-chloro-phenyl-amino)-purine). As a reaction SMILES: [Cl:1][C:2]1[CH:3]=[C:4]([CH:6]=[CH:7][CH:8]=1)[NH2:5].[Cl:9][C:10]1[N:18]=[C:17]2[C:13]([NH:14][CH:15]=[N:16]2)=[C:12](Cl)[N:11]=1>C(O)CCCC.C(O)(C)C>[Cl:9][C:10]1[N:18]=[C:17]2[C:13]([NH:14][CH:15]=[N:16]2)=[C:12]([NH:5][C:4]2[CH:6]=[CH:7][CH:8]=[C:2]([Cl:1])[CH:3]=2)[N:11]=1. Procedure details: 1.4 ml (13 mmol) of 3-chloro-aniline are added to a suspension of 650 mg (3.44 mmol) of 2,6-dichloro-purine in 5 ml of 1-pentanol. The reaction mixture is stirred at 100° C. (oil bath temperature) for 3 hours. After cooling to room temperature, the mixture is diluted with isopropanol and stirred at 10° C. for 90 minutes. The precipitate is filtered off and rinsed with isopropanol and diethyl ether. The crystals are partitioned between 50 ml of 2 N (two normal) sodium hydroxide solution, 100 ml o... Procedure: To a solution of 3.199 g 1-(3-fluoro-phenyl)-5-hydroxy-1H-pyrazole-3-carboxylic acid (prepared by standard procedure using 3-fluorophenylhydrazine hydrochloride and sodium diethyl-2-oxosuccinate followed by ester hydrolysis) and 4.743 g 4-((S)-2-amino-3-tert-butoxycarbonyl-propionyl)-piperazine-1-carboxylic acid ethyl ester in 26 ml DMF 2.205 g HOBt, 2.5 ml DIPEA and 2.760 g EDC were added and the reaction mixture was stirred for 16 h at RT. Then the reaction mixture was evaporated, diluted with... Reaction SMILES: [F:1][C:2]1[CH:3]=[C:4]([N:8]2[C:12]([OH:13])=[CH:11][C:10]([C:14]([OH:16])=O)=[N:9]2)[CH:5]=[CH:6][CH:7]=1.[CH2:17]([O:19][C:20]([N:22]1[CH2:27][CH2:26][N:25]([C:28](=[O:39])[C@@H:29]([NH2:38])[CH2:30][C:31]([O:33][C:34]([CH3:37])([CH3:36])[CH3:35])=[O:32])[CH2:24][CH2:23]1)=[O:21])[CH3:18].[CH2:40](Cl)CCl>CN(C=O)C.CCN(C(C)C)C(C)C>[CH2:17]([O:19][C:20]([N:22]1[CH2:23][CH2:24][N:25]([C:28](=[O:39])[C@@H:29]([NH:38][C:14]([C:10]2[CH:11]=[C:12]([OH:13])[N:8]([C:4]3[CH:5]=[CH:6][CH:7]=[C:2]([F:1])[CH:3]=3)[N:9]=2)=[O:16])[CH:30]([C:31]([O:33][C:34]([CH3:35])([CH3:37])[CH3:36])=[O:32])[CH3:40])[CH2:26][CH2:27]1)=[O:21])[CH3:18]. The solvent is CN(C)C=O (DMF), CCN(C(C)C)C(C)C (DIPEA). Yields the product C(C)OC(=O)N1CCN(CC1)C([C@H](C(C)C(=O)OC(C)(C)C)NC(=O)C1=NN(C(=C1)O)C1=CC(=CC=C1)F)=O (4-((S)-3-tert-Butoxycarbonyl-2-{[1-(3-fluoro-phenyl)-5-hydroxy-1H-pyrazole-3-carbonyl]-amino}-butyryl)-piperazine-1-carboxylic acid ethyl ester). Reaction conditions: time 16 hour. Starting materials: FC=1C=C(C=CC1)N1N=C(C=C1O)C(=O)O (1-(3-fluoro-phenyl)-5-hydroxy-1H-pyrazole-3-carboxylic acid), C(C)OC(=O)N1CCN(CC1)C([C@H](CC(=O)OC(C)(C)C)N)=O (4-((S)-2-amino-3-tert-butoxycarbonyl-propionyl)-piperazine-1-carboxylic acid ethyl ester), C(CCl)Cl (EDC).